This data is from the Open Reaction Database (ORD), a public repository of structured organic reaction records. The task is: describe an organic reaction: reactants, conditions, products, and yield The solvent is C1(=CC=CC=C1)C (toluene). The product is C(C)(=O)O.CC1(CC2=C(C(NC1)=O)SC(=N2)N2CCOC1=C2C=C(C=C1)NC=1N=NC(=CC1)C)C (7,7-Dimethyl-2-{6-[(6-methylpyridazin-3-yl)amino]-2,3-dihydro-4H-1,4-benzoxazin-4-yl}-5,6,7,8-tetrahydro-4H-[1,3]thiazolo[5,4-c]azepin-4-one acetate salt). Yield: 19.4%. Reactants: NC=1C=CC2=C(N(CCO2)C=2SC=3C(NCC(CC3N2)(C)C)=O)C1 (2-(6-Amino-2,3-dihydro-4H-1,4-benzoxazin-4-yl)-7,7-dimethyl-5,6,7,8-tetrahydro-4H-[1,3]thiazolo[5,4-c]azepin-4-one), ClCC=1N=NC=CC1 (chloromethylpyridazine), CC(C)([O-])C.[Na+] (sodium tert-butoxide), dichloro(1,1′-bis(di-tert-butylphosphino)ferrocene)palladium. Procedure details: A mixture of Example 69 (100 mg, 0.29 mmol), chloromethylpyridazine (20 mg, 0.29 mmol), sodium tert-butoxide (80 mg, 0.8 mmol) and dichloro(1,1′-bis(di-tert-butylphosphino)ferrocene)palladium (10 mg, catalytic) in toluene (5 mL) was heated to 120° C. under microwave irradiation for 2 h. It was cooled to r.t., concentrated in vacuo and purified by prep HPLC to give the title compound (14 mg, 9%) as an off-white solid. δH (CD3OD/CDCl3) 1.11 (6H, s), 2.02 (3H, s), 2.54 (3H, s), 2.85 (2H, s), 3.12 (... RXN SMILES: [NH2:1][C:2]1[CH:3]=[CH:4][C:5]2[O:10][CH2:9][CH2:8][N:7]([C:11]3[S:12][C:13]4[C:14](=[O:23])[NH:15][CH2:16][C:17]([CH3:22])([CH3:21])[CH2:18][C:19]=4[N:20]=3)[C:6]=2[CH:24]=1.Cl[CH2:26][C:27]1[N:28]=[N:29][CH:30]=[CH:31][CH:32]=1.CC(C)([O-:36])C.[Na+]>C1(C)C=CC=CC=1>[C:14]([OH:23])(=[O:36])[CH3:13].[CH3:21][C:17]1([CH3:22])[CH2:16][NH:15][C:14](=[O:23])[C:13]2[S:12][C:11]([N:7]3[C:6]4[CH:24]=[C:2]([NH:1][C:30]5[N:29]=[N:28][C:27]([CH3:26])=[CH:32][CH:31]=5)[CH:3]=[CH:4][C:5]=4[O:10][CH2:9][CH2:8]3)=[N:20][C:19]=2[CH2:18]1 |f:2.3,5.6|. Reactants: C1CCOC1, CCCCC(O)c1cccc(-c2ccc(C(F)(F)F)cc2)n1, CCOC(=O)CCc1ccc(O)cc1. The product is CCCCC(Oc1ccc(CCC(=O)OCC)cc1)c1cccc(-c2ccc(C(F)(F)F)cc2)n1. As a reaction SMILES: [CH2:37]1[O:38][CH2:39][CH2:40][CH2:41]1.[F:1][C:2]([c:3]1[cH:4][cH:5][c:6](-[c:9]2[cH:10][cH:11][cH:12][c:13]([CH:15]([CH2:16][CH2:17][CH2:18][CH3:19])[OH:20])[n:14]2)[cH:7][cH:8]1)([F:21])[F:22].[OH:23][c:24]1[cH:25][cH:26][c:27]([CH2:30][CH2:31][C:32](=[O:33])[O:34][CH2:35][CH3:36])[cH:28][cH:29]1>>[F:1][C:2]([c:3]1[cH:4][cH:5][c:6](-[c:9]2[cH:10][cH:11][cH:12][c:13]([CH:15]([CH2:16][CH2:17][CH2:18][CH3:19])[O:20][c:24]3[cH:25][cH:26][c:27]([CH2:30][CH2:31][C:32](=[O:33])[O:34][CH2:35][CH3:36])[cH:28][cH:29]3)[n:14]2)[cH:7][cH:8]1)([F:21])[F:22]. The reactants are solution, [OH-].[Na+] (NaOH), CO (methanol), [OH-].[Na+] (NaOH), OC(C(=O)OC)CCCCCCCC (Racemic methyl 2-hydroxydecanoate). Run in O (H2O). Run at time 10 hour. The product is COC([C@@H](CCCCCCCC)O)=O ((R)-methyl-2-hyroxydecanoate). Isolated yield 4.9%. As a reaction SMILES: [OH-].[Na+].[OH:3][CH:4]([CH2:9][CH2:10][CH2:11][CH2:12][CH2:13][CH2:14][CH2:15][CH3:16])[C:5]([O:7][CH3:8])=[O:6].CO>O>[CH3:8][O:7][C:5](=[O:6])[C@H:4]([OH:3])[CH2:9][CH2:10][CH2:11][CH2:12][CH2:13][CH2:14][CH2:15][CH3:16] |f:0.1|. Reported procedure: Lipase P-30 (Amano from Pseudomonas fluorescens) (1 g, 5% by weight) was dissolved in 140 ml of H2O and the pH of the solution adjusted to 7.5 with a 1N solution of NaOH. Racemic methyl 2-hydroxydecanoate (20.12 g, 0.995 mol) (CP-112,994) was added to the enzyme solution and the pH controlled to maintain a range of 6-8. The reaction was stirred at room temperature for 10 hours (total of 46.5 mL of 1N NaOH added) and worked up by addition of 140 ml of methanol. The aqueous alcohol was extracted w... Reactants: CCO, COc1ccc([N+](=O)[O-])cc1CNC(C)=O, [H][H]. Product: COc1ccc(N)cc1CNC(C)=O. Reaction SMILES: [CH3:19][CH2:20][OH:21].[CH3:1][O:2][c:3]1[c:4]([CH2:5][NH:6][C:7]([CH3:8])=[O:9])[cH:10][c:11]([N+:14]([O-:15])=[O:16])[cH:12][cH:13]1.[H:17][H:18]>>[CH3:1][O:2][c:3]1[c:4]([CH2:5][NH:6][C:7]([CH3:8])=[O:9])[cH:10][c:11]([NH2:14])[cH:12][cH:13]1. Reactants: CC1(C(C1CC(C)=O)CC=O)C (2,2-dimethyl-3-(2-oxopropyl)cyclopropylacetaldehyde), C[Si](C)(C)N(C)C (trimethylsilyldimethylamine). Product: CN(C=CC1C(C1CC(C)=O)(C)C)C (1-(3-(2-(Dimethylamino)ethenyl)-2,2-dimethylcyclopropyl)-2-propanone). Isolated yield 86.1%. As a reaction SMILES: [CH3:1][C:2]1([CH3:12])[CH:4]([CH2:5][C:6](=[O:8])[CH3:7])[CH:3]1[CH2:9][CH:10]=O.C[Si]([N:17]([CH3:19])[CH3:18])(C)C>>[CH3:18][N:17]([CH3:19])[CH:10]=[CH:9][CH:3]1[CH:4]([CH2:5][C:6](=[O:8])[CH3:7])[C:2]1([CH3:12])[CH3:1]. Procedure details: To 6.7 g of 2,2-dimethyl-3-(2-oxopropyl)cyclopropylacetaldehyde at 0° C. was added 5.2 g of trimethylsilyldimethylamine over a 5 min period. The resulting product was distilled through a spiral bantamware column to yield 6.7 g of the desired product having a boiling point of 85°-90° at 1 mm Hg. Reactants: ClC(Cl)Cl, O=C1C=CC(=O)c2ccccc21, Cc1ccc(S(=O)(=O)O)cc1, N#CCCn1cccc1. Product: N#CCCn1cccc1C1=CC(=O)c2ccccc2C1=O. As a reaction SMILES: [CH:33]([Cl:34])([Cl:35])[Cl:36].[O:1]=[C:2]1[CH:3]=[CH:4][C:5](=[O:6])[c:7]2[cH:8][cH:9][cH:10][cH:11][c:12]21.[c:22]1([CH3:23])[cH:24][cH:25][c:26]([S:27]([OH:28])(=[O:29])=[O:30])[cH:31][cH:32]1.[n:13]1([CH2:18][CH2:19][C:20]#[N:21])[cH:14][cH:15][cH:16][cH:17]1>>[O:1]=[C:2]1[C:3]([c:14]2[n:13]([CH2:18][CH2:19][C:20]#[N:21])[cH:17][cH:16][cH:15]2)=[CH:4][C:5](=[O:6])[c:7]2[cH:8][cH:9][cH:10][cH:11][c:12]21. Starting materials: CCCCCC, CC(C)O, COc1c(C#N)ccc(N)c1Cl, N#Cc1ccc(N2C(=O)C3C(O)CCN3C2=O)c2c1CCCC2. The product is COc1c(C#N)ccc(N2C(=O)C3C(O)CCN3C2=O)c1Cl. As a reaction SMILES: [CH3:40][CH2:41][CH2:42][CH2:43][CH2:44][CH3:45].[CH:36]([OH:37])([CH3:38])[CH3:39].[NH2:1][c:2]1[c:3]([Cl:12])[c:4]([O:10][CH3:11])[c:5]([C:6]#[N:7])[cH:8][cH:9]1.[OH:13][CH:14]1[CH2:15][CH2:16][N:17]2[C:18](=[O:35])[N:19]([c:23]3[c:24]4[c:29]([c:30]([C:31]#[N:32])[cH:33][cH:34]3)[CH2:28][CH2:27][CH2:26][CH2:25]4)[C:20](=[O:22])[CH:21]12>>[N:1]1([c:2]2[c:3]([Cl:12])[c:4]([O:10][CH3:11])[c:5]([C:6]#[N:7])[cH:8][cH:9]2)[C:18](=[O:35])[N:17]2[CH2:16][CH2:15][CH:14]([OH:13])[CH:21]2[C:20]1=[O:22]. Reactants: solution, Cl (hydrogen chloride), C(C)(=O)OCC (ethyl acetate), C(O)([O-])=O.[Na+] (sodium hydrogencarbonate), C(C)(C)(C)OC(=O)N1CCN(CC1)C1=C(C=CC(=C1)C(C)=O)C1CC(CC(C1)(C)C)(C)C (4-[5-acetyl-2-(3,3,5,5-tetramethylcyclohexyl)phenyl]piperazine-1-carboxylic acid t-butyl ester). Run in CCCCCCC (heptane), C(C)OCC (diethyl ether), C(C)OCC (diethyl ether). Yields the product N1(CCNCC1)C=1C=C(C=CC1C1CC(CC(C1)(C)C)(C)C)C(C)=O (1-[3-Piperazin-1-yl-4-(3,3,5,5-tetramethylcyclohexyl)phenyl]ethanone). The yield is 46.0%. As a reaction SMILES: C(OC([N:8]1[CH2:13][CH2:12][N:11]([C:14]2[CH:19]=[C:18]([C:20](=[O:22])[CH3:21])[CH:17]=[CH:16][C:15]=2[CH:23]2[CH2:28][C:27]([CH3:30])([CH3:29])[CH2:26][C:25]([CH3:32])([CH3:31])[CH2:24]2)[CH2:10][CH2:9]1)=O)(C)(C)C.Cl.C(OCC)(=O)C.C(=O)([O-])O.[Na+]>C(OCC)C.CCCCCCC>[N:11]1([C:14]2[CH:19]=[C:18]([C:20](=[O:22])[CH3:21])[CH:17]=[CH:16][C:15]=2[CH:23]2[CH2:24][C:25]([CH3:31])([CH3:32])[CH2:26][C:27]([CH3:30])([CH3:29])[CH2:28]2)[CH2:12][CH2:13][NH:8][CH2:9][CH2:10]1 |f:3.4|. Procedure: A mixture of 4-[5-acetyl-2-(3,3,5,5-tetramethylcyclohexyl)phenyl]piperazine-1-carboxylic acid t-butyl ester (163 mg, 0.368 mmol) produced in Example (82a), diethyl ether (2 mL) and heptane (2 mL) was stirred at room temperature. A 4N solution of hydrogen chloride in ethyl acetate (2 mL, 8 mmol) was added thereto, and the mixture was stirred for 18 hours and 30 minutes. Saturated aqueous solution of sodium hydrogencarbonate was added to the reaction mixture and extraction was performed with dieth... Reactants: COCN(c1cc(Cl)c(C)nc1Br)S(=O)(=O)c1ccc(Cl)c(C(F)(F)F)c1, C1CCOC1, CON(C)C(=O)c1ccccc1SC, CC(C)[Mg+], [Cl-]. The product is COCN(c1cc(Cl)c(C)nc1C(=O)c1ccccc1SC)S(=O)(=O)c1ccc(Cl)c(C(F)(F)F)c1. Reaction SMILES: [Br:1][c:2]1[n:3][c:4]([CH3:27])[c:5]([Cl:26])[cH:6][c:7]1[N:8]([S:9](=[O:10])(=[O:11])[c:12]1[cH:13][c:14]([C:19]([F:20])([F:21])[F:22])[c:15]([Cl:18])[cH:16][cH:17]1)[CH2:23][O:24][CH3:25].[CH2:47]1[O:48][CH2:49][CH2:50][CH2:51]1.[CH3:33][O:34][N:35]([C:36]([c:37]1[c:38]([S:43][CH3:44])[cH:39][cH:40][cH:41][cH:42]1)=[O:45])[CH3:46].[CH:29]([Mg+:30])([CH3:31])[CH3:32].[Cl-:28]>>[c:2]1([C:36]([c:37]2[c:38]([S:43][CH3:44])[cH:39][cH:40][cH:41][cH:42]2)=[O:45])[n:3][c:4]([CH3:27])[c:5]([Cl:26])[cH:6][c:7]1[N:8]([S:9](=[O:10])(=[O:11])[c:12]1[cH:13][c:14]([C:19]([F:20])([F:21])[F:22])[c:15]([Cl:18])[cH:16][cH:17]1)[CH2:23][O:24][CH3:25].